From a dataset of the Open Reaction Database (ORD), a public repository of structured organic reaction records. describe an organic reaction: reactants, conditions, products, and yield Starting materials: CC1(C)OB(c2ccc3cn(Cc4ccccc4)nc3c2)OC1(C)C, C1CCOC1, O=C1CCC(=O)N1Cl. Product: CC1(C)OB(c2ccc3c(Cl)n(Cc4ccccc4)nc3c2)OC1(C)C. RXN SMILES: [CH2:1]([c:2]1[cH:3][cH:4][cH:5][cH:6][cH:7]1)[n:8]1[n:9][c:10]2[cH:11][c:12]([B:17]3[O:18][C:19]([CH3:24])([CH3:25])[C:20]([CH3:22])([CH3:23])[O:21]3)[cH:13][cH:14][c:15]2[cH:16]1.[CH2:34]1[O:35][CH2:36][CH2:37][CH2:38]1.[Cl:26][N:27]1[C:28](=[O:29])[CH2:30][CH2:31][C:32]1=[O:33]>>[CH2:1]([c:2]1[cH:3][cH:4][cH:5][cH:6][cH:7]1)[n:8]1[n:9][c:10]2[cH:11][c:12]([B:17]3[O:18][C:19]([CH3:24])([CH3:25])[C:20]([CH3:22])([CH3:23])[O:21]3)[cH:13][cH:14][c:15]2[c:16]1[Cl:26]. Starting materials: OCCCCCCCCCBr, CN(C)CC(N)CC(=O)OCc1ccccc1, Cl, Cl, Oc1cccc2ccccc12, OCCCCCCCCCOc1cccc2ccccc12, O=C(O)CCCCCCCCOc1cccc2ccccc12. Yields the product CN(C)CC(CC(=O)OCc1ccccc1)NC(=O)CCCCCCCCOc1cccc2ccccc12. As a reaction SMILES: [Br:12][CH2:13][CH2:14][CH2:15][CH2:16][CH2:17][CH2:18][CH2:19][CH2:20][CH2:21][OH:22].[CH2:68]([c:69]1[cH:70][cH:71][cH:72][cH:73][cH:74]1)[O:75][C:76]([CH2:77][CH:78]([CH2:79][N:80]([CH3:81])[CH3:82])[NH2:83])=[O:84].[ClH:66].[ClH:67].[OH:1][c:2]1[c:3]2[c:4]([cH:5][cH:6][cH:7][cH:8]2)[cH:9][cH:10][cH:11]1.[c:23]1([O:33][CH2:34][CH2:35][CH2:36][CH2:37][CH2:38][CH2:39][CH2:40][CH2:41][CH2:42][OH:43])[cH:24][cH:25][cH:26][c:27]2[cH:28][cH:29][cH:30][cH:31][c:32]12.[c:44]1([O:45][CH2:46][CH2:47][CH2:48][CH2:49][CH2:50][CH2:51][CH2:52][CH2:53][C:54]([OH:55])=[O:56])[c:57]2[c:58]([cH:59][cH:60][cH:61][cH:62]2)[cH:63][cH:64][cH:65]1>>[c:23]1([O:33][CH2:34][CH2:35][CH2:36][CH2:37][CH2:38][CH2:39][CH2:40][CH2:41][C:42](=[O:43])[NH:83][CH:78]([CH2:77][C:76]([O:75][CH2:68][c:69]2[cH:70][cH:71][cH:72][cH:73][cH:74]2)=[O:84])[CH2:79][N:80]([CH3:81])[CH3:82])[cH:24][cH:25][cH:26][c:27]2[cH:28][cH:29][cH:30][cH:31][c:32]12. Reactants: C(C)(=O)C1=CC(=C(NS(=O)(=O)C)C=C1)NC1=C(C=C(C=C1)F)F (4'-acetyl-2'-(2,4-difluorophenylamino)methanesulfonanilide), Cl.O(C)N (methoxylamine hydrochloride), N1=CC=CC=C1 (pyridine). Solvent: C(C)O (ethanol). Yields the product FC1=C(C=CC(=C1)F)NC1=C(NS(=O)(=O)C)C=CC(=C1)C(C)=NOC (2'-(2,4-difluorophenylamino)-4'-[1-(methoxyimino)ethyl]methanesulfonanilide). Yield: 86.0%. As a reaction SMILES: [C:1]([C:4]1[CH:14]=[CH:13][C:7]([NH:8][S:9]([CH3:12])(=[O:11])=[O:10])=[C:6]([NH:15][C:16]2[CH:21]=[CH:20][C:19]([F:22])=[CH:18][C:17]=2[F:23])[CH:5]=1)(=O)[CH3:2].Cl.[O:25]([NH2:27])[CH3:26].N1C=CC=CC=1>C(O)C>[F:23][C:17]1[CH:18]=[C:19]([F:22])[CH:20]=[CH:21][C:16]=1[NH:15][C:6]1[CH:5]=[C:4]([C:1](=[N:27][O:25][CH3:26])[CH3:2])[CH:14]=[CH:13][C:7]=1[NH:8][S:9]([CH3:12])(=[O:11])=[O:10] |f:1.2|. Procedure: A mixture of 4'-acetyl-2'-(2,4-difluorophenylamino)methanesulfonanilide (1.5 g), methoxylamine hydrochloride (0.4 g) and pyridine (0.43 ml) in ethanol (15 ml) was refluxed for 3 hours. The mixture was cooled to room temperature. Precipitates were filtered, washed with water, and recrystallized from ethanol to give colorless needles of 2'-(2,4-difluorophenylamino)-4'-[1-(methoxyimino)ethyl]methanesulfonanilide (1.4 g). The reactants are ClC1=NC(=C(C(=O)NC2=CC(=C(C=C2)Cl)C2=NC=CC=C2)C=C1)C (6-chloro-N-(4-chloro-3-(pyridin-2-yl)phenyl)-2-methylnicotinamide), CC1NC(CNC1)C (2,6-dimethylpiperazine). The solvent is C(CCC)O (BuOH). Product: ClC1=C(C=C(C=C1)NC(C1=C(N=C(C=C1)N1C[C@@H](N[C@@H](C1)C)C)C)=O)C1=NC=CC=C1 (N-(4-chloro-3-(pyridin-2-yl)phenyl)-6-((3S,5R)-3,5-dimethylpiperazin-1-yl)-2-methylnicotinamide). RXN SMILES: Cl[C:2]1[CH:23]=[CH:22][C:5]([C:6]([NH:8][C:9]2[CH:14]=[CH:13][C:12]([Cl:15])=[C:11]([C:16]3[CH:21]=[CH:20][CH:19]=[CH:18][N:17]=3)[CH:10]=2)=[O:7])=[C:4]([CH3:24])[N:3]=1.[CH3:25][CH:26]1[CH2:31][NH:30][CH2:29][CH:28]([CH3:32])[NH:27]1>C(O)CCC>[Cl:15][C:12]1[CH:13]=[CH:14][C:9]([NH:8][C:6](=[O:7])[C:5]2[CH:22]=[CH:23][C:2]([N:30]3[CH2:29][C@@H:28]([CH3:32])[NH:27][C@@H:26]([CH3:25])[CH2:31]3)=[N:3][C:4]=2[CH3:24])=[CH:10][C:11]=1[C:16]1[CH:21]=[CH:20][CH:19]=[CH:18][N:17]=1. Procedure details: Stoichiometric amounts (0.04 mol) of methyl proplolate and ethyl 3-aminocrotonate were heated to 140° C. for 1 h. 1 g of the crude (2E,4Z)-methyl-4-(1-aminoethylidene)-5-oxooct-2-enoate in 4 mL of DMF was heated to 230° C. in a sealed microwave reactor for 40 min. The reaction mixture was diluted with ethyl acetate, washed with H2O, dried (MgSO4) and evaporated to afford crude ethyl 6-hydroxy-2-methylnicotinate. A mixture of 800 mg of crude ethyl 6-hydroxy-2-methylnicotinate in 4 mL of phosphoru... The reactants are O=C([O-])[O-], NOCc1ccccc1, CCCC[N+](CCCC)(CCCC)CCCC, CCCC[N+](CCCC)(CCCC)CCCC, O=S(=O)(Cl)CCCCl, Cl, [K+], [K+], O, O=S(=O)([O-])[O-]. Product: O=S(=O)(CCCCl)NOCc1ccccc1. Reaction SMILES: [C:19](=[O:20])([O-:21])[O-:22].[CH2:10]([c:11]1[cH:12][cH:13][cH:14][cH:15][cH:16]1)[O:17][NH2:18].[CH2:30]([N+:31]([CH2:32][CH2:33][CH2:34][CH3:35])([CH2:36][CH2:37][CH2:38][CH3:39])[CH2:40][CH2:41][CH2:42][CH3:43])[CH2:44][CH2:45][CH3:46].[CH2:47]([N+:48]([CH2:49][CH2:50][CH2:51][CH3:52])([CH2:53][CH2:54][CH2:55][CH3:56])[CH2:57][CH2:58][CH2:59][CH3:60])[CH2:61][CH2:62][CH3:63].[Cl:1][CH2:2][CH2:3][CH2:4][S:5](=[O:6])(=[O:7])[Cl:8].[ClH:9].[K+:23].[K+:24].[OH2:64].[S:25]([O-:26])([O-:27])(=[O:28])=[O:29]>>[Cl:1][CH2:2][CH2:3][CH2:4][S:5](=[O:6])(=[O:7])[NH:18][O:17][CH2:10][c:11]1[cH:12][cH:13][cH:14][cH:15][cH:16]1. Starting materials: CON=CC1=C(C=C(C(=C1)N=C=O)F)Cl (2-chloro-4-fluoro-5-isocyanatobenzaldehyde (O-methyl)oxime), [H-].[Na+] (sodium hydride), O (water), N\C(=C/C(=O)OCC)\C(F)(F)F (ethyl 3-amino-4,4,4-trifluorocrotonate), ( -30 ). The solvent is O1CCCC1 (tetrahydrofuran), CN(C=O)C (dimethylformamide), CN(C=O)C (dimethylformamide), ClCCl (dichloromethane). Run at temperature 20 celsius, time 1 hour. Yields the product CON=CC1=C(C=C(C(=C1)N1C(NC(=CC1=O)C(F)(F)F)=O)F)Cl (2-Chloro-4-fluoro-5-(6-trifluoromethyl-2,4(1H,3H)-pyrimidinedion-3-yl)benzaldehyde (O-methyl)oxime). RXN SMILES: [NH2:1]/[C:2](/[C:9]([F:12])([F:11])[F:10])=[CH:3]\[C:4]([O:6]CC)=O.[H-].[Na+].[CH3:15][O:16][N:17]=[CH:18][C:19]1[CH:24]=[C:23]([N:25]=[C:26]=[O:27])[C:22]([F:28])=[CH:21][C:20]=1[Cl:29].O>CN(C)C=O.O1CCCC1.ClCCl>[CH3:15][O:16][N:17]=[CH:18][C:19]1[CH:24]=[C:23]([N:25]2[C:4](=[O:6])[CH:3]=[C:2]([C:9]([F:10])([F:11])[F:12])[NH:1][C:26]2=[O:27])[C:22]([F:28])=[CH:21][C:20]=1[Cl:29] |f:1.2|. Procedure details: A solution of 168.5 g (0.92 mol) of ethyl 3-amino-4,4,4-trifluorocrotonate in 0.1 l of dimethylformamide was added dropwise with ice-cooling to 30.4 g (1.01 mol) of 80% by weight sodium hydride in 0.5 l of dimethylformamide. After one hour at this temperature, the mixture was cooled to (−30) to (−35)° C., and a solution of 210.3 g (0.92 mol) of 2-chloro-4-fluoro-5-isocyanatobenzaldehyde (O-methyl)oxime in 0.15 l of tetrahydrofuran was added dropwise. The reaction mixture was then stirred for 20 ...